Dataset: the Open Reaction Database (ORD), a public repository of structured organic reaction records. Task: describe an organic reaction: reactants, conditions, products, and yield Reactants: P(Br)(Br)Br (phosphorus tribromide), OCC1COC2=C(O1)C=CC=C2 (2-hydroxymethyl-1,4-benzodioxane), O (water). The solvent is ClCC(Cl)(Cl)Cl (tetrachloroethane). Product: BrCC1COC2=C(O1)C=CC=C2 (2-Bromomethyl-1,4-benzodioxane). RXN SMILES: P(Br)(Br)[Br:2].O[CH2:6][CH:7]1[O:12][C:11]2[CH:13]=[CH:14][CH:15]=[CH:16][C:10]=2[O:9][CH2:8]1.O>ClCC(Cl)(Cl)Cl>[Br:2][CH2:6][CH:7]1[O:12][C:11]2[CH:13]=[CH:14][CH:15]=[CH:16][C:10]=2[O:9][CH2:8]1. Procedure details: 0.11 mole of phosphorus tribromide in 500 ml of tetrachloroethane was slowly added to 0.3 mole of 2-hydroxymethyl-1,4-benzodioxane and the mixture was warmed at 80°-90° C. for 2 hours. After the mixture had been cooled, it was poured into water, the organic layer was separated off, washed with dilute sodium hydroxide solution and water, dried and concentrated and the residue was distilled. Boiling point: 102°-103° C. (1.3 mbar). Reactants: CCOC(O)C(F)(F)F, Cc1ccccc1, CCC(CO)Nc1ccc(C#N)cc1F, N#N, Cc1ccc(S(=O)(=O)O)cc1. Yields the product CCC1COC(C(F)(F)F)N1c1ccc(C#N)cc1F. As a reaction SMILES: [CH2:29]([O:30][CH:32]([OH:31])[C:33]([F:34])([F:35])[F:36])[CH3:37].[CH3:38][c:39]1[cH:40][cH:41][cH:42][cH:43][cH:44]1.[F:3][c:4]1[cH:5][c:6]([C:7]#[N:8])[cH:9][cH:10][c:11]1[NH:12][CH:13]([CH2:14][CH3:15])[CH2:16][OH:17].[N:1]#[N:2].[c:18]1([CH3:19])[cH:20][cH:21][c:22]([S:23]([OH:24])(=[O:25])=[O:26])[cH:27][cH:28]1>>[F:3][c:4]1[cH:5][c:6]([C:7]#[N:8])[cH:9][cH:10][c:11]1[N:12]1[CH:13]([CH2:14][CH3:15])[CH2:16][O:17][CH:32]1[C:33]([F:34])([F:35])[F:36]. The reactants are O (water), C(#N)N1C=NC=C1 (1-cyanoimidazole), FC(C=1C=C(CNC2C3=C(N(CCC2)C(=O)OC(C)C)C=CC(=C3)Br)C=C(C1)C(F)(F)F)(F)F (isopropyl 5-(3,5-bistrifluoromethylbenzylamino)-7-bromo-2,3,4,5-tetrahydrobenzo[b]azepine-1-carboxylate). Solvent: CN(C(C)=O)C (N,N-dimethylacetamide), CN(C(C)=O)C (N,N-dimethylacetamide). Reaction conditions: temperature 100 celsius. Product: FC(C=1C=C(CN(C2C3=C(N(CCC2)C(=O)OC(C)C)C=CC(=C3)Br)C#N)C=C(C1)C(F)(F)F)(F)F ((+/−)-Isopropyl 5-[(3,5-bistrifluoromethylbenzyl)cyanoamino]-7-bromo-2,3,4,5-tetrahydrobenzo[b]azepine-1-carboxylate). As a reaction SMILES: [C:1](N1C=CN=C1)#[N:2].[F:8][C:9]([F:41])([F:40])[C:10]1[CH:11]=[C:12]([CH:33]=[C:34]([C:36]([F:39])([F:38])[F:37])[CH:35]=1)[CH2:13][NH:14][CH:15]1[CH2:21][CH2:20][CH2:19][N:18]([C:22]([O:24][CH:25]([CH3:27])[CH3:26])=[O:23])[C:17]2[CH:28]=[CH:29][C:30]([Br:32])=[CH:31][C:16]1=2.O>CN(C)C(=O)C>[F:41][C:9]([F:8])([F:40])[C:10]1[CH:11]=[C:12]([CH:33]=[C:34]([C:36]([F:37])([F:38])[F:39])[CH:35]=1)[CH2:13][N:14]([C:1]#[N:2])[CH:15]1[CH2:21][CH2:20][CH2:19][N:18]([C:22]([O:24][CH:25]([CH3:27])[CH3:26])=[O:23])[C:17]2[CH:28]=[CH:29][C:30]([Br:32])=[CH:31][C:16]1=2. Procedure: Add a solution of 1-cyanoimidazole in N,N-dimethylacetamide to a solution of isopropyl 5-(3,5-bistrifluoromethylbenzylamino)-7-bromo-2,3,4,5-tetrahydrobenzo[b]azepine-1-carboxylate in N,N-dimethylacetamide at room temperature under nitrogen and heat the mixture to 100° C. Pour the cooled mixture into water and extract with methylene chloride. Dry the organic layer over anhydrous sodium sulfate, filter, and remove the solvent under reduced pressure. Chromatograph the residue over silica gel to af...